Dataset: the Open Reaction Database (ORD), a public repository of structured organic reaction records. Task: describe an organic reaction: reactants, conditions, products, and yield The reactants are C(C)(C)(C)C1=CC(=C(C=N1)C=1N([C@]([C@](N1)(C)C1=CC=C(C=C1)Cl)(C)C1=CC=C(C=C1)Cl)C(=O)N1CCC(CC1)CC(=O)O)OCC ({1-[(4S,5R)-2-(6-tert-butyl-4-ethoxy-pyridin-3-yl)-4,5-bis-(4-chloro-phenyl)-4,5-dimethyl-4,5-dihydro-imidazole-1-carbonyl]-piperidin-4-yl}-acetic acid), COCCNCCOC (bis-(2-methoxy-ethyl)-amine). Product: C(C)(C)(C)C1=CC(=C(C=N1)C=1N([C@]([C@](N1)(C)C1=CC=C(C=C1)Cl)(C)C1=CC=C(C=C1)Cl)C(=O)N1CCC(CC1)CC(=O)N(CCOC)CCOC)OCC (2-{1-[(4S,5R)-2-(6-tert-Butyl-4-ethoxy-pyridin-3-yl)-4,5-bis-(4-chloro-phenyl)-4,5-dimethyl-4,5-dihydro-imidazole-1-carbonyl]-piperidin-4-yl}-N,N-bis-(2-methoxy-ethyl)-acetamide). RXN SMILES: [C:1]([C:5]1[N:10]=[CH:9][C:8]([C:11]2[N:12]([C:32]([N:34]3[CH2:39][CH2:38][CH:37]([CH2:40][C:41](O)=[O:42])[CH2:36][CH2:35]3)=[O:33])[C@@:13]([C:25]3[CH:30]=[CH:29][C:28]([Cl:31])=[CH:27][CH:26]=3)([CH3:24])[C@@:14]([C:17]3[CH:22]=[CH:21][C:20]([Cl:23])=[CH:19][CH:18]=3)([CH3:16])[N:15]=2)=[C:7]([O:44][CH2:45][CH3:46])[CH:6]=1)([CH3:4])([CH3:3])[CH3:2].[CH3:47][O:48][CH2:49][CH2:50][NH:51][CH2:52][CH2:53][O:54][CH3:55]>>[C:1]([C:5]1[N:10]=[CH:9][C:8]([C:11]2[N:12]([C:32]([N:34]3[CH2:35][CH2:36][CH:37]([CH2:40][C:41]([N:51]([CH2:52][CH2:53][O:54][CH3:55])[CH2:50][CH2:49][O:48][CH3:47])=[O:42])[CH2:38][CH2:39]3)=[O:33])[C@@:13]([C:25]3[CH:30]=[CH:29][C:28]([Cl:31])=[CH:27][CH:26]=3)([CH3:24])[C@@:14]([C:17]3[CH:22]=[CH:21][C:20]([Cl:23])=[CH:19][CH:18]=3)([CH3:16])[N:15]=2)=[C:7]([O:44][CH2:45][CH3:46])[CH:6]=1)([CH3:4])([CH3:2])[CH3:3]. Reported procedure: In a manner analogous to the method described in example 163, {1-[(4S,5R)-2-(6-tert-butyl-4-ethoxy-pyridin-3-yl)-4,5-bis-(4-chloro-phenyl)-4,5-dimethyl-4,5-dihydro-imidazole-1-carbonyl]-piperidin-4-yl}-acetic acid was reacted with bis-(2-methoxy-ethyl)-amine (Aldrich) to give the title compound. HR-MS (ES, m/z) calculated for C42H56Cl2N5O5 [(M+H)+] 780.3653, observed 780.3657. Starting materials: Cl.FC1=C(CC2CCNCC2)C=CC(=C1)C (4-(2-fluoro-4-methylbenzyl)piperidine hydrochloride), FC1=C(OCCBr)C=CC(=C1)F (2-(2,4-difluorophenoxy)ethyl bromide), C(=O)([O-])[O-].[K+].[K+] (K2CO3). The product is Cl.FC1=C(CC2CCN(CC2)CCOC2=C(C=C(C=C2)F)F)C=CC(=C1)C (4-(2-Fluoro-4-methylbenzyl)-1-(2-(2,4-difluorophenoxy)ethyl)piperidine hydrochloride). As a reaction SMILES: [ClH:1].[F:2][C:3]1[CH:15]=[C:14]([CH3:16])[CH:13]=[CH:12][C:4]=1[CH2:5][CH:6]1[CH2:11][CH2:10][NH:9][CH2:8][CH2:7]1.[F:17][C:18]1[CH:27]=[C:26]([F:28])[CH:25]=[CH:24][C:19]=1[O:20][CH2:21][CH2:22]Br.C([O-])([O-])=O.[K+].[K+]>>[ClH:1].[F:2][C:3]1[CH:15]=[C:14]([CH3:16])[CH:13]=[CH:12][C:4]=1[CH2:5][CH:6]1[CH2:7][CH2:8][N:9]([CH2:22][CH2:21][O:20][C:19]2[CH:24]=[CH:25][C:26]([F:28])=[CH:27][C:18]=2[F:17])[CH2:10][CH2:11]1 |f:0.1,3.4.5,6.7|. Reported procedure: The title compound was prepared from 4-(2-fluoro-4-methylbenzyl)piperidine hydrochloride (300 mg, 1.23 mmol), 2-(2,4-difluorophenoxy)ethyl bromide (321 mg, 1.35 mmol) and K2CO3 (357 mg, 2.58 mmol) as colorless flakes (326 mg): mp 180-182° C.; 1H NMR (CDCl3) 1.65-1.90 (m, 3H), 1.95-2.13 (m, 2H), 2.30 (s, 3H), 2.61 (d, J=6.9 Hz, 2H), 2.65-2.87 (m, 2H), 3.30-3.55 (m, 2H), 3.69 (d, J=12 Hz, 2H), 4.59 (t, J=4.2 Hz, 2H), 6.75-7.02 (m, 6H), 12.61 (bs, 1H); Anal Calcd. for C21H,25ClF3NO: C, 63.08; H, 6.... Reactants: CI, CN(C)C=O, O=C(Nc1cccc(CN2CCCCC2)c1)C1=Cc2cc(-c3ccccc3)ccc2CC1. Product: [I-], C[N+]1(Cc2cccc(NC(=O)C3=Cc4cc(-c5ccccc5)ccc4CC3)c2)CCCCC1. RXN SMILES: [CH3:33][I:34].[O:35]=[CH:36][N:37]([CH3:38])[CH3:39].[c:1]1(-[c:7]2[cH:8][cH:9][c:10]3[c:15]([cH:16]2)[CH:14]=[C:13]([C:17](=[O:18])[NH:19][c:20]2[cH:21][c:22]([CH2:26][N:27]4[CH2:28][CH2:29][CH2:30][CH2:31][CH2:32]4)[cH:23][cH:24][cH:25]2)[CH2:12][CH2:11]3)[cH:2][cH:3][cH:4][cH:5][cH:6]1>>[I-:34].[c:1]1(-[c:7]2[cH:8][cH:9][c:10]3[c:15]([cH:16]2)[CH:14]=[C:13]([C:17](=[O:18])[NH:19][c:20]2[cH:21][c:22]([CH2:26][N+:27]4([CH3:33])[CH2:28][CH2:29][CH2:30][CH2:31][CH2:32]4)[cH:23][cH:24][cH:25]2)[CH2:12][CH2:11]3)[cH:2][cH:3][cH:4][cH:5][cH:6]1. Reactants: C(C)OC(CC(C)C)=O (3-methylbutyric acid ethyl ester), [Li+].CC(C)[N-]C(C)C (LDA), ClCOCC[Si](C)(C)C ((2-chloromethoxyethyl)trimethylsilane). The solvent is C1CCOC1 (THF). Reaction conditions: temperature -78 celsius, time 0.5 hour. Product: CC(C(C(=O)O)COCC[Si](C)(C)C)C (3-Methyl-2-(2-trimethylsilanyl-ethoxymethyl)-butyric acid). RXN SMILES: C([O:3][C:4](=[O:9])[CH2:5][CH:6]([CH3:8])[CH3:7])C.[Li+].CC([N-]C(C)C)C.Cl[CH2:19][O:20][CH2:21][CH2:22][Si:23]([CH3:26])([CH3:25])[CH3:24]>C1COCC1>[CH3:7][CH:6]([CH3:8])[CH:5]([CH2:19][O:20][CH2:21][CH2:22][Si:23]([CH3:26])([CH3:25])[CH3:24])[C:4]([OH:9])=[O:3] |f:1.2|. Procedure details: To a solution of 3-methylbutyric acid ethyl ester (1.3 g, 10 mmol) in THF (50 mL) is added dropwise LDA solution (2 M in THF/hexane/ethylbenzene, 6 mmol) at −78° C., and the mixture is stirred at −78° C. After 0.5 h, to the reaction mixture is added (2-chloromethoxyethyl)trimethylsilane (2.65 mL, 15 mmol) at −78° C. The reaction mixture is allowed to warm to 0° C. 2 h and then quenched by addition of 100 mL of 5% aqueous KHSO4 and extracted with Et2O (200 mL). The organic phase is successively w... Starting materials: OC1=CC=C(C=C1)C=1N=C2N(C=C(C=C2)I)C1 (2-(4′-hydroxyphenyl)-6-iodoimidazo[1,2-a]pyridine), O (water), C([O-])([O-])=O.[K+].[K+] (potassium carbonate), FCCOS(=O)(=O)C1=CC=C(C=C1)C (2-fluoroethyl-p-toluenesulfonate). Run in C(Cl)(Cl)Cl (chloroform). Conditions: time 22 hour. Yields the product FCCOC1=CC=C(C=C1)C=1N=C2N(C=C(C=C2)I)C1 (2-[4′-(2″-fluoroethoxy)phenyl]-6-iodoimidazo[1,2-a]pyridine). The yield is 52.7%. Reaction SMILES: [OH:1][C:2]1[CH:7]=[CH:6][C:5]([C:8]2[N:9]=[C:10]3[CH:15]=[CH:14][C:13]([I:16])=[CH:12][N:11]3[CH:17]=2)=[CH:4][CH:3]=1.C(=O)([O-])[O-].[K+].[K+].[F:24][CH2:25][CH2:26]OS(C1C=CC(C)=CC=1)(=O)=O.O>C(Cl)(Cl)Cl>[F:24][CH2:25][CH2:26][O:1][C:2]1[CH:3]=[CH:4][C:5]([C:8]2[N:9]=[C:10]3[CH:15]=[CH:14][C:13]([I:16])=[CH:12][N:11]3[CH:17]=2)=[CH:6][CH:7]=1 |f:1.2.3|. Procedure: 368 mg (corresponding to 1.1 mmol) of 2-(4′-hydroxyphenyl)-6-iodoimidazo[1,2-a]pyridine that was sufficiently dried to remove moisture was dissolved in 15 mL of N,N-dimethylformamide, and 453 mg (corresponding to 3.3 mmol) of potassium carbonate was added thereto. The mixture was supplemented with 280 μL (corresponding to 1.6 mmol) of 2-fluoroethyl-p-toluenesulfonate, and then the solution was stirred at room temperature for 22 hours. After the completion of the reaction, the reaction solution w... Starting materials: C(C)(C)N(C(C)C)CC (N,N-diisopropylethyl amine), CN1CCNCCC1 (N-methyl homopiperazine), C1(CCCCC1)C1=CC=C(C(=O)N2CC=3N(CC4=C2C=CC=C4)C(=CC3)C(=O)Cl)C=C1 (10-(4-cyclohexyl-benzoyl)-10,11-dihydro-5H-pyrrolo[2,1-c][1,4]benzodiazepine-3-carbonyl chloride), C1(CCCCC1)C1=CC=C(C(=O)N2CC=3N(CC4=C2C=CC=C4)C(=CC3)C(=O)O)C=C1 (10-(4-Cyclohexyl-benzoyl)-10,11-dihydro-5H-pyrrolo[2,1 c][1,4]benzodiazepine-3-carboxylic acid). Reagents/catalysts: CN(C1=CC=NC=C1)C (4-(dimethylamino)pyridine). The solvent is ClCCl (dichloromethane). Reaction conditions: time 8 hour. Product: C1(CCCCC1)C1=CC=C(C(=O)N2CC=3N(CC4=C2C=CC=C4)C(=CC3)C(=O)N3CCN(CCC3)C)C=C1 ([10-(4-Cyclohexyl-benzoyl)-10,11-dihydro-5H-pyrrolo[2,1-c][1,4]benzodiazepin-3-yl](4-methyl-[1,4]-diazepan-1-yl)-methanone). RXN SMILES: [CH:1]1([C:7]2[CH:31]=[CH:30][C:10]([C:11]([N:13]3[C:19]4[CH:20]=[CH:21][CH:22]=[CH:23][C:18]=4[CH2:17][N:16]4[C:24]([C:27](Cl)=[O:28])=[CH:25][CH:26]=[C:15]4[CH2:14]3)=[O:12])=[CH:9][CH:8]=2)[CH2:6][CH2:5][CH2:4][CH2:3][CH2:2]1.C1(C2C=CC([C:42]([N:44]3[C:50]4C=CC=C[C:49]=4[CH2:48][N:47]4C(C(O)=O)=CC=[C:46]4[CH2:45]3)=O)=CC=2)CCCCC1.C(N(CC)C(C)C)(C)C.CN1CCCNCC1>CN(C)C1C=CN=CC=1.ClCCl>[CH:1]1([C:7]2[CH:31]=[CH:30][C:10]([C:11]([N:13]3[C:19]4[CH:20]=[CH:21][CH:22]=[CH:23][C:18]=4[CH2:17][N:16]4[C:24]([C:27]([N:47]5[CH2:48][CH2:49][CH2:50][N:44]([CH3:42])[CH2:45][CH2:46]5)=[O:28])=[CH:25][CH:26]=[C:15]4[CH2:14]3)=[O:12])=[CH:9][CH:8]=2)[CH2:6][CH2:5][CH2:4][CH2:3][CH2:2]1. Reported procedure: The crude 10-(4-cyclohexyl-benzoyl)-10,11-dihydro-5H-pyrrolo[2,1-c][1,4]benzodiazepine-3-carbonyl chloride (prepared from 2.5 g of the corresponding acid of Example 22, in the manner of Example 23) was added to a stirred mixture of N,N-diisopropylethyl amine (1.73 g), 4-(dimethylamino)pyridine (0.1 g) and N-methyl homopiperazine (1.52 g) in dichloromethane (25 mL). After stirring overnight at room temperature the reaction mixture was washed with water and saturated aqueous sodium bicarbonate, an...